From a dataset of the Open Reaction Database (ORD), a public repository of structured organic reaction records. describe an organic reaction: reactants, conditions, products, and yield Reactants: C1=C(C=CC=2C(C3=CC=CC=C3C(C12)=O)=O)C(=O)N1CC2=C(CC1)OC=C2 (5-(anthraquinone-2-carbonyl)-4,5,6,7-tetrahydrofuro[3,2-c]pyridine), CNC (dimethylamine), C=O (formaldehyde). Solvent: C(C)(=O)O (acetic acid). Reaction conditions: temperature 100 celsius, time 30 minute. Product: CN(C)CC1=CC=2CN(CCC2O1)C(=O)C1=CC=2C(C3=CC=CC=C3C(C2C=C1)=O)=O (N,N-dimethyl-[5-(anthraquinone-2-carbonyl)-4,5,6,7-tetrahydrofuro[3,2-c]pyridin-2-ylmethyl]amine). As a reaction SMILES: [CH:1]1[C:14]2[C:13](=[O:15])[C:12]3[C:7](=[CH:8][CH:9]=[CH:10][CH:11]=3)[C:6](=[O:16])[C:5]=2[CH:4]=[CH:3][C:2]=1[C:17]([N:19]1[CH2:24][CH2:23][C:22]2[O:25][CH:26]=[CH:27][C:21]=2[CH2:20]1)=[O:18].[CH3:28][NH:29][CH3:30].[CH2:31]=O>C(O)(=O)C>[CH3:28][N:29]([CH2:31][C:26]1[O:25][C:22]2[CH2:23][CH2:24][N:19]([C:17]([C:2]3[CH:3]=[CH:4][C:5]4[C:6](=[O:16])[C:7]5[C:12](=[CH:11][CH:10]=[CH:9][CH:8]=5)[C:13](=[O:15])[C:14]=4[CH:1]=3)=[O:18])[CH2:20][C:21]=2[CH:27]=1)[CH3:30]. Procedure details: To a solution of 0.220 g (0.616 mmol) of 5-(anthraquinone-2-carbonyl)-4,5,6,7-tetrahydrofuro[3,2-c]pyridine in 20 ml of acetic acid, 0.083 ml (0.92 mmol) of 50% aqueous dimethylamine and 0.075 ml (0.75 mmol) of 37% aqueous formaldehyde were added, followed by stirring at 100° C. for 30 minutes. After the solvent was distilled off under reduced pressure, the residual solution was alkalified with 5% aqueous sodium hydrogen carbonate, and extracted with dichloromethane 2 times. The combined organic... The reactants are CN(CCCNC1=CC=C(C=2SC3=CC=CC=C3C(C12)=O)C=O)C ([[3-(dimethylamino)propyl]amino]-9-oxothioxanthen-4-carboxaldehyde), C(=O)O (formic acid), C(=O)N (formamide), [OH-].[Na+] (NaOH). Run in O (water). Run at time 8 hour. Yields the product CN(CCCNC1=CC=C(C=2SC3=CC=CC=C3C(C12)=O)CN(C=O)C)C (N-[[1-[[3-(dimethylamino)propyl]amino]-9-oxothioxanthen-4-yl]methyl]-N-methyl formamide). The yield is 79.0%. Reaction SMILES: [CH3:1][N:2]([CH3:24])[CH2:3][CH2:4][CH2:5][NH:6][C:7]1[C:20]2[C:19](=[O:21])[C:18]3[C:13](=[CH:14][CH:15]=[CH:16][CH:17]=3)[S:12][C:11]=2[C:10]([CH:22]=O)=[CH:9][CH:8]=1.[CH:25]([OH:27])=O.[OH-].[Na+].[CH:30]([NH2:32])=O>O>[CH3:1][N:2]([CH3:24])[CH2:3][CH2:4][CH2:5][NH:6][C:7]1[C:20]2[C:19](=[O:21])[C:18]3[C:13](=[CH:14][CH:15]=[CH:16][CH:17]=3)[S:12][C:11]=2[C:10]([CH2:22][N:32]([CH3:30])[CH:25]=[O:27])=[CH:9][CH:8]=1 |f:2.3|. Reported procedure: A solution of [[3-(dimethylamino)propyl]amino]-9-oxothioxanthen-4-carboxaldehyde (3.6 g; 10.57 mmol) in 50 mL of formamide containing 3.6 g of formic acid was refluxed for 1.5 h and then was allowed to stand at room temperature overnight. the reaction mixture was diluted with water (400 mL), basified with 3 mL of 5N NaOH solution, stirred rapidly for 30 min, and the precipitated solid was filtered, washed with water, and dried, yielding 3.1 g (79%) of N-[[1-[[3-(dimethylamino)propyl]amino]-9-oxo... The reactants are Cl.N[C@@H]1CC[C@H](CC1)NC(=O)C1=C(NC=2C1=NC=CC2C2=C(C=CC(=C2)C)OCC2CC2)C (N-(Trans-4-aminocyclohexyl)-7-[2-(cyclopropylmethoxy)-5-methylphenyl]-2-methyl-1H-pyrrolo[3,2-b]pyridine-3-carboxamide hydrochloride), C(CC)(=O)Cl (propionyl chloride). Product: C1(CC1)COC1=C(C=C(C=C1)C)C1=C2C(=NC=C1)C(=C(N2)C)C(=O)N[C@@H]2CC[C@H](CC2)NC(CC)=O (7-[2-(Cyclopropylmethoxy)-5-methylphenyl]-2-methyl-N-[trans-4-(propanoylamino)cyclohexyl]-1H-pyrrolo[3,2-b]pyridine-3-carboxamide). Reaction SMILES: Cl.[NH2:2][C@H:3]1[CH2:8][CH2:7][C@H:6]([NH:9][C:10]([C:12]2[C:16]3=[N:17][CH:18]=[CH:19][C:20]([C:21]4[CH:26]=[C:25]([CH3:27])[CH:24]=[CH:23][C:22]=4[O:28][CH2:29][CH:30]4[CH2:32][CH2:31]4)=[C:15]3[NH:14][C:13]=2[CH3:33])=[O:11])[CH2:5][CH2:4]1.[C:34](Cl)(=[O:37])[CH2:35][CH3:36]>>[CH:30]1([CH2:29][O:28][C:22]2[CH:23]=[CH:24][C:25]([CH3:27])=[CH:26][C:21]=2[C:20]2[CH:19]=[CH:18][N:17]=[C:16]3[C:12]([C:10]([NH:9][C@H:6]4[CH2:7][CH2:8][C@H:3]([NH:2][C:34](=[O:37])[CH2:35][CH3:36])[CH2:4][CH2:5]4)=[O:11])=[C:13]([CH3:33])[NH:14][C:15]=23)[CH2:31][CH2:32]1 |f:0.1|. Procedure: Starting from N-(trans-4-aminocyclohexyl)-7-[2-(cyclopropylmethoxy)-5-methylphenyl]-2-methyl-1H-pyrrolo[3,2-b]pyridine-3-carboxamide hydrochloride (example D.f19) and commercially available propionyl chloride the title compound is obtained as colorless solid. Reactants: NC(=O)Cc1ccccc1OCC1CO1, COc1ccccc1N1CCNCC1, CCO. The product is COc1ccccc1N1CCN(CC(O)COc2ccccc2CC(N)=O)CC1. RXN SMILES: [C:1]([NH2:2])(=[O:3])[CH2:4][c:5]1[c:6]([O:7][CH2:8][CH:9]2[CH2:10][O:11]2)[cH:12][cH:13][cH:14][cH:15]1.[CH3:16][O:17][c:18]1[c:19]([N:24]2[CH2:25][CH2:26][NH:27][CH2:28][CH2:29]2)[cH:20][cH:21][cH:22][cH:23]1.[CH3:30][CH2:31][OH:32]>>[C:1]([NH2:2])(=[O:3])[CH2:4][c:5]1[c:6]([O:7][CH2:8][CH:9]([CH2:10][N:27]2[CH2:26][CH2:25][N:24]([c:19]3[c:18]([O:17][CH3:16])[cH:23][cH:22][cH:21][cH:20]3)[CH2:29][CH2:28]2)[OH:11])[cH:12][cH:13][cH:14][cH:15]1. Reactants: CC1=C(C(=CC(=C1)C(C(F)(F)F)(C(F)(F)F)O)C)NCC(=O)OCC (ethyl N-[2,6-dimethyl-4-(hexafluoro-2-hydroxy-2-propyl)phenyl]glycinate), Cl (HCl). Solvent: [OH-].[Na+] (NaOH). Reaction conditions: time 1 hour. Product: C(=O)(O)CNC1=C(C=C(C=C1C)C(C(F)(F)F)(C(F)(F)F)O)C (N-Carboxymethyl-2,6-Dimethyl-4-(Hexafluoro-2-Hydroxy-2-Propyl)Aniline). As a reaction SMILES: [CH3:1][C:2]1[CH:7]=[C:6]([C:8]([OH:17])([C:13]([F:16])([F:15])[F:14])[C:9]([F:12])([F:11])[F:10])[CH:5]=[C:4]([CH3:18])[C:3]=1[NH:19][CH2:20][C:21]([O:23]CC)=[O:22].Cl>[OH-].[Na+]>[C:21]([CH2:20][NH:19][C:3]1[C:2]([CH3:1])=[CH:7][C:6]([C:8]([OH:17])([C:13]([F:15])([F:14])[F:16])[C:9]([F:10])([F:11])[F:12])=[CH:5][C:4]=1[CH3:18])([OH:23])=[O:22] |f:2.3|. Reported procedure: Dissolve ethyl N-[2,6-dimethyl-4-(hexafluoro-2-hydroxy-2-propyl)phenyl]glycinate (3.1 g, 8.3 mmol) in 25 ml 1.0 N NaOH. After 1 hour, add 25 ml 1.0 N HCl and extract with ethyl acetate. Dry and concentrate. Recrystallize from chloroform-benzene to give the title compound as beige solid, m.p. 153°-155° C. dec. The product is N12C[C@@H](C(CC1)CC2)NC(=O)C=2SC(=CC2)Br ((R)-N-(1-Azabicyclo[2.2.2]oct-3-yl)(5-bromothiophene-2-carboxamide)). As a reaction SMILES: Cl.Cl.[N:3]12[CH2:10][CH2:9][CH:6]([CH2:7][CH2:8]1)[C@@H:5]([NH2:11])[CH2:4]2.[Br:12][C:13]1[S:17][C:16]([C:18](O)=[O:19])=[CH:15][CH:14]=1.O.ON1C2C=CC=CC=2N=N1.C(N(CC)C(C)C)(C)C>CN(C)C=O>[N:3]12[CH2:10][CH2:9][CH:6]([CH2:7][CH2:8]1)[C@@H:5]([NH:11][C:18]([C:16]1[S:17][C:13]([Br:12])=[CH:14][CH:15]=1)=[O:19])[CH2:4]2 |f:0.1.2,4.5|. Procedure details: A mixture of (R)-1-azabicyclo[2.2.2]oct-3-ylamine dihydrochloride (4 g), 5-bromothiophene-2-carboxylic acid (4.25 g), 1-hydroxybenzotriazole hydrate (2.77 g), O-benzotriazol-1-yl-N,N,N′N′-tetramethyluronium tetrafluoroborate (6.6 g), and N,N-diisopropylethylamine (14 mL), in N,N-dimethylformamide (100 mL) was stirred at room temperature overnight. The solution was evaporated, and the residue was partitioned between aqueous sodium hydroxide and chloroform. The chloroform layer was dried over magn... Yield: 92.7%. Run in CN(C=O)C (N,N-dimethylformamide). Reactants: Cl.Cl.N12C[C@@H](C(CC1)CC2)N ((R)-1-azabicyclo[2.2.2]oct-3-ylamine dihydrochloride), BrC1=CC=C(S1)C(=O)O (5-bromothiophene-2-carboxylic acid), O.ON1N=NC2=C1C=CC=C2 (1-hydroxybenzotriazole hydrate), O-benzotriazol-1-yl-N,N,N′N′-tetramethyluronium tetrafluoroborate, C(C)(C)N(C(C)C)CC (N,N-diisopropylethylamine). The reactants are CS(=O)(=O)CC(=O)O (Methane sulfonyl acetic acid), C(CC)P1(OP(OP(O1)(=O)CCC)(=O)CCC)=O (T3P), hydrochloride salt, ClC=1C=C(C=C(C1)Cl)C1(CC(=CO1)C1=CC2=C(C3(OC2)CNC3)C=C1)C(F)(F)F (5′-[5-(3,5-dichlorophenyl)-5-(trifluoromethyl)-4,5-dihydrofuran-3-yl]-3′H-spiro[azetidine-3,1′-[2]benzofuran]), CCN(C(C)C)C(C)C (DIPEA). The solvent is C1CCOC1 (THF). Reaction conditions: time 10 minute. Yields the product ClC=1C=C(C=C(C1)Cl)C1(CC(=CO1)C1=CC2=C(C3(OC2)CN(C3)C(CS(=O)(=O)C)=O)C=C1)C(F)(F)F (5′-[5-(3,5-dichlorophenyl)-5-(trifluoromethyl)-4,5-dihydrofuran-3-yl]-1-[(methylsulfonyl)acetyl]-3′H-spiro[azetidine-3,1′-[2]benzofuran]). Yield: 61.6%. RXN SMILES: [Cl:1][C:2]1[CH:3]=[C:4]([C:9]2([C:26]([F:29])([F:28])[F:27])[O:13][CH:12]=[C:11]([C:14]3[CH:25]=[CH:24][C:17]4[C:18]5([CH2:23][NH:22][CH2:21]5)[O:19][CH2:20][C:16]=4[CH:15]=3)[CH2:10]2)[CH:5]=[C:6]([Cl:8])[CH:7]=1.CCN(C(C)C)C(C)C.[CH3:39][S:40]([CH2:43][C:44](O)=[O:45])(=[O:42])=[O:41].C(P1(=O)OP(CCC)(=O)OP(CCC)(=O)O1)CC>C1COCC1>[Cl:1][C:2]1[CH:3]=[C:4]([C:9]2([C:26]([F:28])([F:27])[F:29])[O:13][CH:12]=[C:11]([C:14]3[CH:25]=[CH:24][C:17]4[C:18]5([CH2:23][N:22]([C:44](=[O:45])[CH2:43][S:40]([CH3:39])(=[O:42])=[O:41])[CH2:21]5)[O:19][CH2:20][C:16]=4[CH:15]=3)[CH2:10]2)[CH:5]=[C:6]([Cl:8])[CH:7]=1. Procedure details: To a stirred solution of hydrochloride salt of 5′-[5-(3,5-dichlorophenyl)-5-(trifluoromethyl)-4,5-dihydrofuran-3-yl]-3′H-spiro[azetidine-3,1′-[2]benzofuran](Preparation 16, 0.5 g, 1.04 mmol) in THF (6 mL) was added DIPEA (1.82 mL, 10.45 mmol) at room temperature and stirred for 10 minutes at room temperature. Methane sulfonyl acetic acid (0.289 g, 2.09 mmol) and T3P (50% solution in ethyl acetate, 3.1 mL, 5.22 mmol) were added at room temperature. Resulting reaction mixture was stirred for 16 ho... Reactants: ClC1=NC=C(N=C1Cl)C (2,3-dichloro-5-methyl-pyrazine), N1CCOCC1 (morpholine). Solvent: CCOCC (ether). The product is ClC1=NC=C(N=C1N1CCOCC1)C (2-Chloro-3-morpholinyl-5-methyl-pyrazine). Reaction SMILES: [Cl:1][C:2]1[C:7](Cl)=[N:6][C:5]([CH3:9])=[CH:4][N:3]=1.[NH:10]1[CH2:15][CH2:14][O:13][CH2:12][CH2:11]1>CCOCC>[Cl:1][C:2]1[C:7]([N:10]2[CH2:15][CH2:14][O:13][CH2:12][CH2:11]2)=[N:6][C:5]([CH3:9])=[CH:4][N:3]=1. Procedure: 16.3 g of 2,3-dichloro-5-methyl-pyrazine and 100 ml of morpholine are warmed to 100° C. for 6 hours. The reaction mixture is then diluted with 200 ml of ether and again extracted by shaking with water. The ether phase is dried over sodium sulphate and evaporated in a waterpump vacuum. The residue is distilled in a waterpump vacuum. 2-Chloro-3-morpholinyl-5-methyl-pyrazine, boiling point 166°-167° C./15 mm Hg, is thus obtained. Isolated yield 62.4%. The product is C(C1=CC=CC=C1)OC1=C(C=NC=C1)[N+](=O)[O-] (4-(benzyloxy)-3-nitropyridine). Starting materials: ClC1=C(C=NC=C1)[N+](=O)[O-] (4-chloro-3-nitropyridine), C1(=CC=CC=C1)CO (phenylmethanol), C(=O)([O-])[O-].[K+].[K+] (K2CO3), [OH-].[K+] (KOH), COCCOCCN(CCOCCOC)CCOCCOC (tris[2-(2-methoxyethoxyl)ethyl]amine). Reported procedure: 4-chloro-3-nitropyridine (30 g, 0.19 mol) was slowly added to a suspension of phenylmethanol (30 mL, 0.29 mol), K2CO3 (26.2 g, 0.19 mol and KOH (42.5 g, 0.76 mmol) in toluene (2 L) at 0° C. A catalytic amount of tris[2-(2-methoxyethoxyl)ethyl]amine was added to the reaction mixture, which was then stirred at room temperature for 2 hours. After filtration, the resulting filtrate was concentrated to give the crude product, which was crystallized from DCM/PE (1:5) to afford 4-(benzyloxy)-3-nitropyr... As a reaction SMILES: Cl[C:2]1[CH:7]=[CH:6][N:5]=[CH:4][C:3]=1[N+:8]([O-:10])=[O:9].[C:11]1([CH2:17][OH:18])[CH:16]=[CH:15][CH:14]=[CH:13][CH:12]=1.C([O-])([O-])=O.[K+].[K+].[OH-].[K+].COCCOCCN(CCOCCOC)CCOCCOC>C1(C)C=CC=CC=1>[CH2:17]([O:18][C:2]1[CH:7]=[CH:6][N:5]=[CH:4][C:3]=1[N+:8]([O-:10])=[O:9])[C:11]1[CH:16]=[CH:15][CH:14]=[CH:13][CH:12]=1 |f:2.3.4,5.6|. Run in C1(=CC=CC=C1)C (toluene). Conditions: time 2 hour. Starting materials: S(=O)(Cl)Cl (thionyl chloride), CC1=NC(=CC=C1CC(=O)O)C1=CC=C(C=C1)C(F)(F)F ([2-methyl-6-(4-trifluoromethyl-phenyl)-pyridin-3-yl]-acetic acid), CO (methanol), ice water. Conditions: time 2 hour. Product: COC(CC=1C(=NC(=CC1)C1=CC=C(C=C1)C(F)(F)F)C)=O ([2-Methyl-6-(4-trifluoromethyl-phenyl)-pyridin-3-yl]-acetic acid methyl ester). The yield is 97.3%. Reaction SMILES: [CH3:1][C:2]1[C:7]([CH2:8][C:9]([OH:11])=[O:10])=[CH:6][CH:5]=[C:4]([C:12]2[CH:17]=[CH:16][C:15]([C:18]([F:21])([F:20])[F:19])=[CH:14][CH:13]=2)[N:3]=1.S(Cl)(Cl)=O.[CH3:26]O>>[CH3:26][O:10][C:9](=[O:11])[CH2:8][C:7]1[C:2]([CH3:1])=[N:3][C:4]([C:12]2[CH:17]=[CH:16][C:15]([C:18]([F:19])([F:21])[F:20])=[CH:14][CH:13]=2)=[CH:5][CH:6]=1. Procedure: A solution of 2.55 g (8.63 mmol) of [2-methyl-6-(4-trifluoromethyl-phenyl)-pyridin-3-yl]-acetic acid in 25 ml of methanol was cooled to −10° C.; 1.88 ml (25.9 mmol) of thionyl chloride were added. The reaction mixture was then stirred at ambient temperature for 2 hours. Subsequently, the solution was stirred with ice water, then extracted with three portions of 50 ml of tert.-butyl methyl ether. The combined organic layers were washed with water, aqueous sodium hydrogen carbonate, brine and drie...